The task is: describe an organic reaction: reactants, conditions, products, and yield. This data is from the Open Reaction Database (ORD), a public repository of structured organic reaction records. Starting materials: O=C([O-])[O-], O=C1CCCC(=O)C1, CCC(C)(C)O, COCc1c(S(C)(=O)=O)ccc(C(=O)O)c1C, C(=NC1CCCCC1)=NC1CCCCC1, [K+], [K+]. RXN SMILES: [C:1](=[O:2])([O-:3])[O-:4].[C:39]1(=[O:46])[CH2:40][C:41](=[O:45])[CH2:42][CH2:43][CH2:44]1.[C:47]([OH:48])([CH2:49][CH3:50])([CH3:51])[CH3:52].[CH3:22][S:23](=[O:24])(=[O:25])[c:26]1[c:27]([CH2:36][O:37][CH3:38])[c:28]([CH3:35])[c:29]([C:30](=[O:31])[OH:32])[cH:33][cH:34]1.[CH:7]1([N:8]=[C:9]=[N:10][CH:11]2[CH2:12][CH2:13][CH2:14][CH2:15][CH2:16]2)[CH2:17][CH2:18][CH2:19][CH2:20][CH2:21]1.[K+:5].[K+:6]>>[CH3:22][S:23](=[O:24])(=[O:25])[c:26]1[c:27]([CH2:36][O:37][CH3:38])[c:28]([CH3:35])[c:29]([C:30](=[O:32])[CH:40]2[C:39](=[O:46])[CH2:44][CH2:43][CH2:42][C:41]2=[O:45])[cH:33][cH:34]1. Product: COCc1c(S(C)(=O)=O)ccc(C(=O)C2C(=O)CCCC2=O)c1C. The reactants are N[C@@H]1C(N2[C@@H](SC1(C)C)CCCC2)=O ((3R,9aS)-3-Amino-2,2-dimethylhexahydropyrido[2,1-b][1,3]thiazin-4(6H)-one), C1=CC=CC=2C3=CC=CC=C3C(C12)COC(=O)N[C@H](C(=O)O)CSC(C1=CC=CC=C1)(C1=CC=CC=C1)C1=CC=CC=C1 ((R)-2-(((9H-fluoren-9-yl)methoxy)carbonylamino)-3-(tritylthio)propanoic acid). The product is N[C@@H]1C(N2[C@@H](SC1)CCCC2)=O ((3R,9aS)-3-Aminohexahydropyrido[2,1-b][1,3]thiazin-4(6H)-one). As a reaction SMILES: [NH2:1][C@H:2]1[C:7](C)(C)[S:6][C@H:5]2[CH2:10][CH2:11][CH2:12][CH2:13][N:4]2[C:3]1=[O:14].C1C2C(COC(N[C@@H](CSC(C3C=CC=CC=3)(C3C=CC=CC=3)C3C=CC=CC=3)C(O)=O)=O)C3C(=CC=CC=3)C=2C=CC=1>>[NH2:1][C@H:2]1[CH2:7][S:6][C@H:5]2[CH2:10][CH2:11][CH2:12][CH2:13][N:4]2[C:3]1=[O:14]. Procedure details: (3R,9aS)-3-Aminohexahydropyrido[2,1-b][1,3]thiazin-4(6H)-one (350 mg, 1.879 mmol) was synthesized as described for the preparation of Intermediate 30 using (R)-2-(((9H-fluoren-9-yl)methoxy)carbonylamino)-3-(tritylthio)propanoic acid in step A. 1H NMR (500 MHz, CD3OD) δ ppm 4.66-4.58 (m, 1H), 4.51 (dd, J=11.55, 2.75 Hz, 1H), 4.20 (dd, J=11.27, 5.22 Hz, 1H), 3.28-3.22 (m, 1H), 3.01 (dd, J=13.20, 4.95 Hz, 1H), 2.81 (td, J=12.65, 2.75 Hz, 1H), 2.10-1.99 (m, 1H), 1.95 (d, J=7.15 Hz, 2H), 1.82-1.71 (m... Starting materials: ClC1=NC(=CC(=N1)Cl)C=1N(C=CN1)S(N(C)C)(=O)=O (2,4-Dichloro-6-(1-dimethylsulfamoylimidazole-2-yl)pyrimidine), C(=O)(O)[O-].[Na+] (NaHCO3). Solvent: Cl (HCl). Product: ClC1=NC(=CC(=N1)Cl)C=1NC=CN1 (2,4-dichloro-6-(imidazole-2-yl)pyrimidine). Isolated yield 67.3%. Reaction SMILES: [Cl:1][C:2]1[N:7]=[C:6]([Cl:8])[CH:5]=[C:4]([C:9]2[N:10](S(=O)(=O)N(C)C)[CH:11]=[CH:12][N:13]=2)[N:3]=1.C([O-])(O)=O.[Na+]>Cl>[Cl:1][C:2]1[N:7]=[C:6]([Cl:8])[CH:5]=[C:4]([C:9]2[NH:13][CH:12]=[CH:11][N:10]=2)[N:3]=1 |f:1.2|. Reported procedure: A solution of 2,4-Dichloro-6-(1-dimethylsulfamoylimidazole-2-yl)pyrimidine 83 (246 mg, 0.76 mmol) in 10 mL of 1.5 N HCl was refluxed for 1 h. After cooling to RT, the pH was adjusted to 8.5 with aq NaHCO3 and the product was extracted into CH2Cl2. After drying the CH2Cl2 layer was evaporated to give 110 mg of 2,4-dichloro-6-(imidazole-2-yl)pyrimidine. A mixture of 2,4-dichloro-6-(imidazole-2-yl)pyrimidine (121 mg, 0.56 mmol), K2CO3 (100 mg, 0.72 mmol) and CH3I (2.280 g, 1 mL, 16 mmol) in 15 mL o... Starting materials: ClC1=CC=C(S1)N=C=O (5-chloro-2-thienyl isocyanate), O (water), CN1CC(=O)N=C1N (creatinine). Run in C1(=CC=CC=C1)C (toluene), C1(=CC=CC=C1)C (toluene), CN(C)C=O (DMF). Run at temperature 80 celsius. Yields the product ClC1=CC=C(S1)NC(=O)N=C1N(CC(N1)=O)C (1-(5-Chloro-2-thienyl)-3-(tetrahydro-1-methyl-4-oxo-1H-imidazol-2-ylidene) urea). Isolated yield 30.6%. As a reaction SMILES: [CH3:1][N:2]1[C:7]([NH2:8])=[N:6][C:4](=[O:5])[CH2:3]1.[Cl:9][C:10]1[S:14][C:13]([N:15]=[C:16]=[O:17])=[CH:12][CH:11]=1.O>CN(C=O)C.C1(C)C=CC=CC=1>[Cl:9][C:10]1[S:14][C:13]([NH:15][C:16]([N:8]=[C:7]2[NH:6][C:4](=[O:5])[CH2:3][N:2]2[CH3:1])=[O:17])=[CH:12][CH:11]=1. Reported procedure: To a stirred suspension of 2.5 g (22.5 mM) of creatinine in 30 ml of anhydrous DMF was added a solution of 2.87 g (18 mM) of 5-chloro-2-thienyl isocyanate in 15 ml of toluene. The resulting mixture was heated at 80° C. for 3.5 hrs., cooled, and poured into a mixture of 250 ml of water and 50 ml of toluene. The precipitate was collected and recrystallized from ethyl acetate to give 1.5 g of the above urea as a tan solid, m.p. 204°-205° C.